Dataset: the Open Reaction Database (ORD), a public repository of structured organic reaction records. Task: describe an organic reaction: reactants, conditions, products, and yield Product: CC1COC2(OC3CC4C5CCC6CC(O)CCC6(C)C5C5OC5C4(C)C3C2C)C(Br)C1. Reaction SMILES: [Ag:40]=[O:41].[Br:1][CH:2]1[CH:3]2[C:4]3([CH3:33])[CH2:5][CH2:6][CH:7]([OH:32])[CH2:8][CH:9]3[CH2:10][CH2:11][CH:12]2[CH:13]2[CH2:14][CH:15]3[CH:16]([CH:17]([CH3:18])[C:19]4([O:20]3)[CH:21]([Br:27])[CH2:22][CH:23]([CH3:24])[CH2:25][O:26]4)[C:28]2([CH3:31])[CH:29]1[OH:30].[cH:34]1[cH:35][cH:36][n:37][cH:38][cH:39]1>>[CH:2]12[CH:3]3[C:4]4([CH3:33])[CH2:5][CH2:6][CH:7]([OH:32])[CH2:8][CH:9]4[CH2:10][CH2:11][CH:12]3[CH:13]3[CH2:14][CH:15]4[CH:16]([CH:17]([CH3:18])[C:19]5([O:20]4)[CH:21]([Br:27])[CH2:22][CH:23]([CH3:24])[CH2:25][O:26]5)[C:28]3([CH3:31])[CH:29]1[O:30]2. Reactants: O=[Ag], CC1COC2(OC3CC4C5CCC6CC(O)CCC6(C)C5C(Br)C(O)C4(C)C3C2C)C(Br)C1, c1ccncc1. Starting materials: [OH-].[Na+] (sodium hydroxide), C(C)OC(CN1C(C(C2=C(C(C1)C1=C(C=CC=C1)Br)C=C(C=C2)Cl)CC(C)C)=O)=O (Ethyl[5-(2-bromophenyl)-7-chloro-1-isobutyl-2-oxo-1,2,4,5-tetrahydrobenzo[d]azepin-3-yl]-acetate), Cl (hydrochloric acid). Run in O (water), C1CCOC1.CO (THF methanol). Run at time 16 hour. Yields the product BrC1=C(C=CC=C1)C1C2=C(C(C(N(C1)CC(=O)O)=O)CC(C)C)C=CC(=C2)Cl ([5-(2-Bromophenyl)-7-chloro-1-isobutyl-2-oxo-1,2,4,5-tetrahydrobenzo[d]azepin-3-yl]acetic acid). As a reaction SMILES: C([O:3][C:4](=[O:30])[CH2:5][N:6]1[CH2:12][CH:11]([C:13]2[CH:18]=[CH:17][CH:16]=[CH:15][C:14]=2[Br:19])[C:10]2[CH:20]=[C:21]([Cl:24])[CH:22]=[CH:23][C:9]=2[CH:8]([CH2:25][CH:26]([CH3:28])[CH3:27])[C:7]1=[O:29])C.[OH-].[Na+].Cl>C1COCC1.CO.O>[Br:19][C:14]1[CH:15]=[CH:16][CH:17]=[CH:18][C:13]=1[CH:11]1[CH2:12][N:6]([CH2:5][C:4]([OH:30])=[O:3])[C:7](=[O:29])[CH:8]([CH2:25][CH:26]([CH3:28])[CH3:27])[C:9]2[CH:23]=[CH:22][C:21]([Cl:24])=[CH:20][C:10]1=2 |f:1.2,4.5|. Procedure details: 185 mg of the compound from Example 14A (0.38 mol) are dissolved in 6 ml of THF/methanol (1:1) and 1 ml of 1 N sodium hydroxide solution is added. The reaction mixture is stirred at room temperature for 16 h. It is diluted with water and acidified with 2 N hydrochloric acid, and the mixture is extracted three times with dichloromethane. The combined organic phases are dried over sodium sulphate and concentrated in a rotary evaporator. 172 mg (99% of theory) of the title compound are obtained. Starting materials: Cl[Sn]Cl (SnCl2), FC1=NC(=C(C(=C1F)C#CC1=C(C=CC=C1)[N+](=O)[O-])F)F (2,3,5,6-tetrafluoro-4-((2-nitrophenyl)ethynyl) pyridine), FC1=NC(=C(C(=C1F)C#CC1=C(C=CC=C1)[N+](=O)[O-])F)F (2,3,5,6-Tetrafluoro-4-((2-nitrophenyl)ethynyl)pyridine). The solvent is CCO (EtOH). Yields the product FC1=NC(=C(C(=C1F)C#CC1=C(N)C=CC=C1)F)F (2-((Perfluoropyridin-4-yl)ethynyl)aniline). The yield is 68.0%. RXN SMILES: Cl[Sn]Cl.[F:4][C:5]1[C:10]([F:11])=[C:9]([C:12]#[C:13][C:14]2[CH:19]=[CH:18][CH:17]=[CH:16][C:15]=2[N+:20]([O-])=O)[C:8]([F:23])=[C:7]([F:24])[N:6]=1>CCO>[F:4][C:5]1[C:10]([F:11])=[C:9]([C:12]#[C:13][C:14]2[CH:19]=[CH:18][CH:17]=[CH:16][C:15]=2[NH2:20])[C:8]([F:23])=[C:7]([F:24])[N:6]=1. Procedure details: SnCl2 (3.26 g, 17.2 mmol) was added to the solution of 2,3,5,6-tetrafluoro-4-((2-nitrophenyl)ethynyl) pyridine, (12c) (1.02 g, 3.44 mmol) in EtOH (100 mL). The reaction mixture was refluxed for 1.5 hours. After basification till pH>9 with NaOH (1.0 N solution), the product was extracted with dichloromethane. Solvent was evaporated and 0.22 g (24%) of the product aniline was purified by recrystallization with benzene. The residue was purified by column chromatography on silica gel using EtOAc:Hex... Reactants: CN1CCC(c2c[nH]c3ccc(Br)cc23)CC1, [Li]C(C)(C)C, CCCCCC, CC=O, C1CCOC1. Yields the product CC(O)c1ccc2[nH]cc(C3CCN(C)CC3)c2c1. RXN SMILES: [Br:12][c:13]1[cH:14][c:15]2[c:16]([CH:22]3[CH2:23][CH2:24][N:25]([CH3:28])[CH2:26][CH2:27]3)[cH:17][nH:18][c:19]2[cH:20][cH:21]1.[C:1]([Li:2])([CH3:3])([CH3:4])[CH3:5].[CH3:6][CH2:7][CH2:8][CH2:9][CH2:10][CH3:11].[CH:29]([CH3:30])=[O:31].[O:32]1[CH2:33][CH2:34][CH2:35][CH2:36]1>>[c:13]1([CH:29]([CH3:30])[OH:31])[cH:14][c:15]2[c:16]([CH:22]3[CH2:23][CH2:24][N:25]([CH3:28])[CH2:26][CH2:27]3)[cH:17][nH:18][c:19]2[cH:20][cH:21]1. Reactants: COc1ccc(C(=O)CBr)cc1, CCc1cc2c(=O)[nH]c(=O)n(Cc3c(F)cc(-c4ccccc4C#N)cc3F)c2s1, CN(C)C=O, CCOC(C)=O, [H-], [Na+]. Product: CCc1cc2c(=O)n(CC(=O)c3ccc(OC)cc3)c(=O)n(Cc3c(F)cc(-c4ccccc4C#N)cc3F)c2s1. As a reaction SMILES: [Br:31][CH2:32][C:33](=[O:34])[c:35]1[cH:36][cH:37][c:38]([O:41][CH3:42])[cH:39][cH:40]1.[CH2:1]([CH3:2])[c:3]1[cH:4][c:5]2[c:6]([n:7]([CH2:13][c:14]3[c:15]([F:29])[cH:16][c:17](-[c:21]4[c:22]([C:27]#[N:28])[cH:23][cH:24][cH:25][cH:26]4)[cH:18][c:19]3[F:20])[c:8](=[O:12])[nH:9][c:10]2=[O:11])[s:30]1.[CH3:43][N:44]([CH3:45])[CH:46]=[O:47].[CH3:50][CH2:51][O:52][C:53](=[O:54])[CH3:55].[H-:48].[Na+:49]>>[CH2:1]([CH3:2])[c:3]1[cH:4][c:5]2[c:6]([n:7]([CH2:13][c:14]3[c:15]([F:29])[cH:16][c:17](-[c:21]4[c:22]([C:27]#[N:28])[cH:23][cH:24][cH:25][cH:26]4)[cH:18][c:19]3[F:20])[c:8](=[O:12])[n:9]([CH2:32][C:33](=[O:34])[c:35]3[cH:36][cH:37][c:38]([O:41][CH3:42])[cH:39][cH:40]3)[c:10]2=[O:11])[s:30]1.